Dataset: the Open Reaction Database (ORD), a public repository of structured organic reaction records. Task: describe an organic reaction: reactants, conditions, products, and yield The reactants are FC(C(C(F)(F)F)C(F)(F)F)F (2-difluoromethyl-1,1,1,3,3,3-hexafluoropropane), FC(C(C(F)(F)F)C(CC)(F)F)(F)F (2-trifluoromethyl-1,1,1,3,3-pentafluoropentane), FC(C(C(F)(F)F)C(C(CC)(F)F)(F)F)(F)F (2-trifluoromethyl-1,1,1,3,3,4,4-heptafluorohexane), CC(C(F)(F)F)C(F)(F)F (2-methyl-1,1,1,3,3,3-hexafluoropropane), FC(C(C(F)(F)F)CC(F)(F)F)(F)F (2-trifluoromethyl-1,1,1,4,4,4-hexafluorobutane). The product is FC(C=C)(C(C)(F)F)F (3,3,4,4-tetrafluoro-1-pentene). As a reaction SMILES: FC(F)C(C(F)(F)F)C(F)(F)F.CC(C(F)(F)F)C(F)(F)F.FC(F)(F)C(CC(F)(F)F)C(F)(F)F.FC(F)(F)C(C(F)(F)CC)C(F)(F)F.FC(F)(F)[CH:53]([C:58]([F:65])([F:64])[C:59]([F:63])([F:62])[CH2:60][CH3:61])C(F)(F)F>>[F:62][C:59]([F:63])([C:58]([F:65])([F:64])[CH3:53])[CH:60]=[CH2:61]. Procedure details: The boiling point of 2-difluoromethyl-1,1,1,3,3,3-hexafluoropropane is calculated to be about 38° C. while the boiling point of 2-methyl-1,1,1,3,3,3-hexafluoropropane is calculated to be about 30° C. The boiling point of 2-trifluoromethyl-1,1,1,4,4,4-hexafluorobutane is calculated to be about 75° C. The boiling point of 2-trifluoromethyl-1,1,1,3,3-pentafluoropentane is calculated to be about 38° C. while the boiling point of 2-trifluoromethyl-1,1,1,3,3,4,4-heptafluorohexane is calculated to be a... The reactants are CC(SC1COC(C=CC=Cc2ccc(C#N)cc2F)OC1)C(Cn1cncn1)(OC(=O)CCN1C(=O)c2ccccc2C1=O)c1ccc(F)cc1F, CNN, ClCCl. Yields the product CC(SC1COC(C=CC=Cc2ccc(C#N)cc2F)OC1)C(Cn1cncn1)(OC(=O)CCN)c1ccc(F)cc1F. RXN SMILES: [C:4](#[N:5])[c:6]1[cH:7][c:8]([F:56])[c:9]([CH:12]=[CH:13][CH:14]=[CH:15][CH:16]2[O:17][CH2:18][CH:19]([S:22][CH:23]([C:24]([CH2:25][n:26]3[n:27][cH:28][n:29][cH:30]3)([c:31]3[c:32]([F:38])[cH:33][c:34]([F:37])[cH:35][cH:36]3)[O:39][C:40]([CH2:41][CH2:42][N:43]3[C:44](=[O:45])[c:46]4[c:47]([cH:48][cH:49][cH:50][cH:51]4)[C:52]3=[O:53])=[O:54])[CH3:55])[CH2:20][O:21]2)[cH:10][cH:11]1.[CH3:1][NH:2][NH2:3].[Cl:57][CH2:58][Cl:59]>>[C:4](#[N:5])[c:6]1[cH:7][c:8]([F:56])[c:9]([CH:12]=[CH:13][CH:14]=[CH:15][CH:16]2[O:17][CH2:18][CH:19]([S:22][CH:23]([C:24]([CH2:25][n:26]3[n:27][cH:28][n:29][cH:30]3)([c:31]3[c:32]([F:38])[cH:33][c:34]([F:37])[cH:35][cH:36]3)[O:39][C:40]([CH2:41][CH2:42][NH2:43])=[O:54])[CH3:55])[CH2:20][O:21]2)[cH:10][cH:11]1. Reactants: [Cl-].[NH4+] (ammonium chloride), O=C1CN(CCC1)C(=O)OC(C)(C)C (tert-butyl 3-oxopiperidine-1-carboxylate), C[Si](C(F)(F)F)(C)C (trimethyl(trifluoromethyl)silane), [F-].C(CCC)[N+](CCCC)(CCCC)CCCC (tetrabutylammonium fluoride), EtOAc Hexanes. Solvent: C1CCOC1 (THF). Run at time 2 hour. Product: FC(C1(CN(CCC1)C(=O)OC(C)(C)C)O)(F)F (tert-butyl 3-(trifluoromethyl)-3-hydroxypiperidine-1-carboxylate). The yield is 52.5%. RXN SMILES: [O:1]=[C:2]1[CH2:7][CH2:6][CH2:5][N:4]([C:8]([O:10][C:11]([CH3:14])([CH3:13])[CH3:12])=[O:9])[CH2:3]1.C[Si](C)(C)[C:17]([F:20])([F:19])[F:18].[F-].C([N+](CCCC)(CCCC)CCCC)CCC.[Cl-].[NH4+]>C1COCC1>[F:18][C:17]([F:20])([F:19])[C:2]1([OH:1])[CH2:7][CH2:6][CH2:5][N:4]([C:8]([O:10][C:11]([CH3:14])([CH3:13])[CH3:12])=[O:9])[CH2:3]1 |f:2.3,4.5|. Procedure: After tert-butyl 3-oxopiperidine-1-carboxylate (1 g, 5.02 mmol) was dissolved in THF (20 ml), and then trimethyl(trifluoromethyl)silane (0.5M solution in THF, 20 ml, 10.0 mmol) and tetrabutylammonium fluoride (1.0M solution in THF, 10.5 ml, 10.5 mmol) were sequentially added thereto at 0° C., followed by stirring at room temperature for 2 hours. A saturated aqueous ammonium chloride solution (5 ml) was added to the resulting reaction liquid, followed by stirring for 20 minutes. The resulting rea... Reactants: O=C1NCC(SCC1N1C(C=2C(C1=O)=CC=CC2)=O)C=2SC=CC2 (5-oxo-6-phthalimido-2-(2-thienyl)perhydro-1,4-thiazepine), BrCC(=O)OC(C)(C)C (t-butyl bromoacetate). Product: O=C1N(CC(SCC1N1C(C=2C(C1=O)=CC=CC2)=O)C=2SC=CC2)CC(=O)OC(C)(C)C (t-Butyl α-[5-oxo-6-phthalimido-2-(2-thienyl)perhydro-1,4-thiazepin-4-yl]acetate). As a reaction SMILES: [O:1]=[C:2]1[CH:8]([N:9]2[C:13](=[O:14])[C:12]3=[CH:15][CH:16]=[CH:17][CH:18]=[C:11]3[C:10]2=[O:19])[CH2:7][S:6][CH:5]([C:20]2[S:21][CH:22]=[CH:23][CH:24]=2)[CH2:4][NH:3]1.Br[CH2:26][C:27]([O:29][C:30]([CH3:33])([CH3:32])[CH3:31])=[O:28]>>[O:1]=[C:2]1[CH:8]([N:9]2[C:13](=[O:14])[C:12]3=[CH:15][CH:16]=[CH:17][CH:18]=[C:11]3[C:10]2=[O:19])[CH2:7][S:6][CH:5]([C:20]2[S:21][CH:22]=[CH:23][CH:24]=2)[CH2:4][N:3]1[CH2:26][C:27]([O:29][C:30]([CH3:33])([CH3:32])[CH3:31])=[O:28]. Procedure details: Following the procedure described in Example 42(f), 1.6 g of 5-oxo-6-phthalimido-2-(2-thienyl)perhydro-1,4-thiazepine [prepared as described in step (e) above] was treated with t-butyl bromoacetate to give 1.15 g of the title compound as crystals, melting at 183°-184° C.